Dataset: the Open Reaction Database (ORD), a public repository of structured organic reaction records. Task: describe an organic reaction: reactants, conditions, products, and yield Reactants: CCOC(=O)CP(=O)(OCC)OCC, [H-], [Na+], C1CCOC1, O=C1CC2CC=CCC2C1, O. Yields the product CCOC(=O)C=C1CC2CC=CCC2C1. As a reaction SMILES: [CH3:16][CH2:17][O:18][C:19](=[O:20])[CH2:21][P:22]([O:23][CH2:24][CH3:25])([O:26][CH2:27][CH3:28])=[O:29].[H-:30].[Na+:31].[O:1]1[CH2:2][CH2:3][CH2:4][CH2:5]1.[O:6]=[C:7]1[CH2:8][CH:9]2[CH2:10][CH:11]=[CH:12][CH2:13][CH:14]2[CH2:15]1.[OH2:32]>>[C:7]1(=[CH:21][C:19]([O:18][CH2:17][CH3:16])=[O:20])[CH2:8][CH:9]2[CH2:10][CH:11]=[CH:12][CH2:13][CH:14]2[CH2:15]1. Yields the product Fc1cc(-c2cnc(Cl)c(NCC3CCOCC3)n2)c(Cl)cn1. Reactants: Clc1ncc(Br)nc1NCC1CCOCC1, O=C([O-])[O-], COCCOC, CCOC(C)=O, OB(O)c1cc(F)ncc1Cl, [Na+], [Na+]. RXN SMILES: [Br:1][c:2]1[cH:3][n:4][c:5]([Cl:16])[c:6]([NH:8][CH2:9][CH:10]2[CH2:11][CH2:12][O:13][CH2:14][CH2:15]2)[n:7]1.[C:17](=[O:18])([O-:19])[O-:20].[CH3:34][O:35][CH2:36][CH2:37][O:38][CH3:39].[CH3:40][CH2:41][O:42][C:43]([CH3:44])=[O:45].[Cl:23][c:24]1[c:25]([B:31]([OH:32])[OH:33])[cH:26][c:27]([F:30])[n:28][cH:29]1.[Na+:21].[Na+:22]>>[c:2]1(-[c:25]2[c:24]([Cl:23])[cH:29][n:28][c:27]([F:30])[cH:26]2)[cH:3][n:4][c:5]([Cl:16])[c:6]([NH:8][CH2:9][CH:10]2[CH2:11][CH2:12][O:13][CH2:14][CH2:15]2)[n:7]1. The reactants are C1(=CC=CC=C1)C(CCC#N)(CC=O)C1=CC=CC=C1 (4,4-diphenyl-5-formylpentanonitrile), [Li] (lithium). Solvent: C1CCOC1 (THF), C1CCOC1 (THF). Run at time 1.5 hour. Yields the product NCCCC(CCO)(C1=CC=CC=C1)C1=CC=CC=C1 (6-Amino-3.3-diphenylhexan-1-ol), foam. Yield: 80.0%. As a reaction SMILES: [Li].[C:2]1([C:8]([C:16]2[CH:21]=[CH:20][CH:19]=[CH:18][CH:17]=2)([CH2:13][CH:14]=[O:15])[CH2:9][CH2:10][C:11]#[N:12])[CH:7]=[CH:6][CH:5]=[CH:4][CH:3]=1>C1COCC1>[NH2:12][CH2:11][CH2:10][CH2:9][C:8]([C:16]1[CH:21]=[CH:20][CH:19]=[CH:18][CH:17]=1)([C:2]1[CH:3]=[CH:4][CH:5]=[CH:6][CH:7]=1)[CH2:13][CH2:14][OH:15] |^1:0|. Procedure details: To a suspension of lithium aluminumhydride (0.57 g. 15 mmol) in anhydrous THF (20 mL) was added carefully dropwise a solution of 4,4-diphenyl-5-formylpentanonitrile (1.96 g. 7.4 mmol) in anhydrous THF (20 mL). The mixture was stirred at rt for 1.5 hr. The reaction mixture was quenched by careful addition of SN NaOH (2.5 mL) and followed by water (1.5 mL). The mixture was stirred at room temperature for 10 min and then filtered and the solid was washed twice with diethylether. The organic filtrat... Reactants: C(C=C)Br (allyl bromide), C(=O)([O-])[O-].[K+].[K+] (K2CO3), C(C=C)OC1=CC=C(C=C)C=C1 (4-allyloxystyrene). Solvent: CC(=O)C (acetone). Yields the product C(C=C)OC1=CC=C(C=O)C=C1 (4-allyloxybenzaldehyde). As a reaction SMILES: C(Br)C=C.[C:5]([O-:8])([O-])=O.[K+].[K+].[CH2:11]([O:14][C:15]1[CH:22]=[CH:21][C:18](C=C)=[CH:17][CH:16]=1)[CH:12]=[CH2:13]>CC(C)=O>[CH2:11]([O:14][C:15]1[CH:22]=[CH:21][C:18]([CH:5]=[O:8])=[CH:17][CH:16]=1)[CH:12]=[CH2:13] |f:1.2.3|. Reported procedure: 4-allyloxybenzaldehyde was prepared by reaction of allyl bromide on 4-hydroxybenzaldehyde in refluxing acetone in the presence of K2CO3. The distilled product was used as a precursor for 4-allyloxystyrene synthesis. Starting materials: Cl.C1=C(C=CC=2C3=CC=CC=C3NC12)OCCNCC(O)C=1C=CC(=C(C1)NS(=O)(=O)C(C)C)OCC1=CC=CC=C1 ((±)-N-[5-[2-[2-(9H-carbazol-2-yloxy) ethylamino]-1-hydroxyethyl]-2-benzyloxyphenyl]-2-propanesulfonamide hydrochloride), CO.C(C)(=O)OCC (methanol ethyl acetate). Reagents/catalysts: [Pd] (Pd-C). The solvent is CO (methanol). Product: Cl.C1=C(C=CC=2C3=CC=CC=C3NC12)OCCNCC(O)C=1C=CC(=C(C1)NS(=O)(=O)C(C)C)O ((±)-N-[5-[2-[2-(9H-carbazol-2-yloxy)ethylamino]-1-hydroxyethyl]2-hydroxyphenyl]-2-propanesulfonamide hydrochloride). RXN SMILES: [ClH:1].[CH:2]1[C:14]2[NH:13][C:12]3[C:7](=[CH:8][CH:9]=[CH:10][CH:11]=3)[C:6]=2[CH:5]=[CH:4][C:3]=1[O:15][CH2:16][CH2:17][NH:18][CH2:19][CH:20]([C:22]1[CH:23]=[CH:24][C:25]([O:35]CC2C=CC=CC=2)=[C:26]([NH:28][S:29]([CH:32]([CH3:34])[CH3:33])(=[O:31])=[O:30])[CH:27]=1)[OH:21].CO.C(OCC)(=O)C>CO.[Pd]>[ClH:1].[CH:2]1[C:14]2[NH:13][C:12]3[C:7](=[CH:8][CH:9]=[CH:10][CH:11]=3)[C:6]=2[CH:5]=[CH:4][C:3]=1[O:15][CH2:16][CH2:17][NH:18][CH2:19][CH:20]([C:22]1[CH:23]=[CH:24][C:25]([OH:35])=[C:26]([NH:28][S:29]([CH:32]([CH3:33])[CH3:34])(=[O:31])=[O:30])[CH:27]=1)[OH:21] |f:0.1,2.3,6.7|. Procedure: According to the procedures described in Example 2, the compound of Example 53 (369 mg) was dissolved in 39.9 ml of methanol and subjected to a hydrogenolysis using 10% Pd-C (190 mg). The catalyst was filtered on celite at room temperature and washed with hot methanol. After the filtrate and the washed liquor were brought together, the solvent was distilled off under a reduced pressure, whereby the above-identified compound (267 mg) was obtained. Rf=0.27(methanol/ethyl acetate of 1/3). Starting materials: FC(OC1=CC=C(C=C1)C1(C(OC2=C1C(=C(C(=C2C)C)N2CCN(CC2)C2=CC=C(C=C2)OC)C)(C)C)O)(F)F (3-(4-(trifluoromethoxy)phenyl)-5-(4-(4-methoxyphenyl)piperazin-1-yl)-2,2,4,6,7-pentamethyl-2,3-dihydro-1-benzofuran-3-ol). Solvent: C(C)O (ethanol). Product: FC(OC1=CC=C(C=C1)C1C(OC2=C1C(=C(C(=C2C)C)N2CCN(CC2)C2=CC=C(C=C2)OC)C)(C)C)(F)F (1-(3-(4-(trifluoromethoxy)phenyl)-2,2,4,6,7-pentamethyl-2,3-dihydro-1-benzofuran-5-yl)-4-(4-methoxyphenyl)piperazine). The yield is 70.0%. Reaction SMILES: [F:1][C:2]([F:40])([F:39])[O:3][C:4]1[CH:9]=[CH:8][C:7]([C:10]2(O)[C:14]3[C:15]([CH3:35])=[C:16]([N:21]4[CH2:26][CH2:25][N:24]([C:27]5[CH:32]=[CH:31][C:30]([O:33][CH3:34])=[CH:29][CH:28]=5)[CH2:23][CH2:22]4)[C:17]([CH3:20])=[C:18]([CH3:19])[C:13]=3[O:12][C:11]2([CH3:37])[CH3:36])=[CH:6][CH:5]=1>C(O)C>[F:40][C:2]([F:1])([F:39])[O:3][C:4]1[CH:5]=[CH:6][C:7]([CH:10]2[C:14]3[C:15]([CH3:35])=[C:16]([N:21]4[CH2:22][CH2:23][N:24]([C:27]5[CH:32]=[CH:31][C:30]([O:33][CH3:34])=[CH:29][CH:28]=5)[CH2:25][CH2:26]4)[C:17]([CH3:20])=[C:18]([CH3:19])[C:13]=3[O:12][C:11]2([CH3:36])[CH3:37])=[CH:8][CH:9]=1. Reported procedure: Using 3-(4-(trifluoromethyl)phenyl)-5-(4-(4-methoxyphenyl)piperazin-1-yl)-2,2,4,6,7-pentamethyl-2,3-dihydro-1-benzofuran-3-ol obtained in Example 65, the title compound was synthesized in the same manner as in Example 46. Yield 70%. mp. 147–148° C. (ethanol). Starting materials: FC1=CC=C(C(=O)NC2=C(C=CC=C2)O)C=C1 (4-Fluoro-N-(2-hydroxyphenyl) benzamide), OS(=O)(=O)O (H2SO4), CS(=O)(=O)O (methanesulfonic acid), C1(=CC=C(C=C1)S(=O)(=O)O)C (p-toluene sulfonic acid). Yields the product FC1=CC=C(C=C1)C=1OC2=C(N1)C=CC=C2 (2(4-fluorophenyl)-1,3-benzoxazole). Reaction SMILES: [F:1][C:2]1[CH:17]=[CH:16][C:5]([C:6]([NH:8][C:9]2[CH:14]=[CH:13][CH:12]=[CH:11][C:10]=2[OH:15])=O)=[CH:4][CH:3]=1.OS(O)(=O)=O.CS(O)(=O)=O.C1(C)C=CC(S(O)(=O)=O)=CC=1>>[F:1][C:2]1[CH:17]=[CH:16][C:5]([C:6]2[O:15][C:10]3[CH:11]=[CH:12][CH:13]=[CH:14][C:9]=3[N:8]=2)=[CH:4][CH:3]=1. Procedure details: 4-Fluoro-N-(2-hydroxyphenyl) benzamide (IVa), acid (H2SO4, methanesulfonic acid (MeSO3H) or p-toluene sulfonic acid (p-TsOH)) and solvent were heated under the conditions outlined in table 2 with a Dean-Stark tube. The reactants are C(C=CC1=CC=CC=C1)Br (cinnamyl bromide), C(C=C)N (allyl amine). Solvent: O1CCCC1 (tetrahydrofuran), O1CCCC1 (tetrahydrofuran). Run at time 20 hour. Product: C1(=CC=CC=C1)C=CCNCC=C (N-(3-phenylallyl)-allylamine). The yield is 82.0%. RXN SMILES: [CH2:1](Br)[CH:2]=[CH:3][C:4]1[CH:9]=[CH:8][CH:7]=[CH:6][CH:5]=1.[CH2:11]([NH2:14])[CH:12]=[CH2:13]>O1CCCC1>[C:4]1([CH:3]=[CH:2][CH2:1][NH:14][CH2:11][CH:12]=[CH2:13])[CH:9]=[CH:8][CH:7]=[CH:6][CH:5]=1. Reported procedure: A solution of cinnamyl bromide (10 g, 50.7 mmol) in 250 mL tetrahydrofuran was added dropwise to a solution of allyl amine (38 ml, 507 mmol) in 50 mL tetrahydrofuran at 0° C. the mixture was allowed to slowly come to room temperature then stirred 20 hours. The tetrahydrofuran was removed in-vacuo, and the residue was partitioned between 500 mL of ethyl acetate and 200 ml of water. The layers were separated, the organic phase was washed with water followed by brine, then dried over sodium sulfate... Reactants: CC(=O)O, C1CCOC1, CO, [Cl-], COC(=O)CCCSC1c2cc(OCc3ccc4ccc(Cl)cc4n3)ccc2CC1Cc1ccccc1C(=O)O, [K+], [K+], [NH4+], O=C([O-])[O-]. Product: O=C(O)CCCSC1c2cc(OCc3ccc4ccc(Cl)cc4n3)ccc2CC1Cc1ccccc1C(=O)O. As a reaction SMILES: [C:49]([OH:50])(=[O:51])[CH3:52].[CH2:53]1[O:54][CH2:55][CH2:56][CH2:57]1.[CH3:58][OH:59].[Cl-:47].[Cl:1][c:2]1[cH:3][cH:4][c:5]2[cH:6][cH:7][c:8]([CH2:12][O:13][c:14]3[cH:15][cH:16][c:17]4[c:21]([cH:22]3)[CH:20]([S:23][CH2:24][CH2:25][CH2:26][C:27](=[O:28])[O:29][CH3:30])[CH:19]([CH2:31][c:32]3[c:33]([C:38](=[O:39])[OH:40])[cH:34][cH:35][cH:36][cH:37]3)[CH2:18]4)[n:9][c:10]2[cH:11]1.[K+:41].[K+:42].[NH4+:48].[O-:43][C:44]([O-:45])=[O:46]>>[Cl:1][c:2]1[cH:3][cH:4][c:5]2[cH:6][cH:7][c:8]([CH2:12][O:13][c:14]3[cH:15][cH:16][c:17]4[c:21]([cH:22]3)[CH:20]([S:23][CH2:24][CH2:25][CH2:26][C:27](=[O:28])[OH:29])[CH:19]([CH2:31][c:32]3[c:33]([C:38](=[O:39])[OH:40])[cH:34][cH:35][cH:36][cH:37]3)[CH2:18]4)[n:9][c:10]2[cH:11]1. Yields the product CN(C(CC1=CC=C(C=C1)OC1=CC=NC2=CC(=C(C=C12)OC)OC)=O)C=1SC=C(N1)C (N-methyl-N-(4-methylthiazol-2-yl)-2-[4-(6,7-dimethoxyquinolin-4-yloxy)phenyl]acetamide). Solvent: CN(C)C=O (DMF), C1CCOC1 (THF), CN(C)C=O (DMF). As a reaction SMILES: C[Si](C)(C)N[Si](C)(C)C.[Li].[CH3:11][C:12]1[N:13]=[C:14]([NH:17][C:18](=[O:41])[CH2:19][C:20]2[CH:25]=[CH:24][C:23]([O:26][C:27]3[C:36]4[C:31](=[CH:32][C:33]([O:39][CH3:40])=[C:34]([O:37][CH3:38])[CH:35]=4)[N:30]=[CH:29][CH:28]=3)=[CH:22][CH:21]=2)[S:15][CH:16]=1.S(OC)(O[CH3:46])(=O)=O>C1COCC1.CN(C=O)C>[CH3:46][N:17]([C:14]1[S:15][CH:16]=[C:12]([CH3:11])[N:13]=1)[C:18](=[O:41])[CH2:19][C:20]1[CH:25]=[CH:24][C:23]([O:26][C:27]2[C:36]3[C:31](=[CH:32][C:33]([O:39][CH3:40])=[C:34]([O:37][CH3:38])[CH:35]=3)[N:30]=[CH:29][CH:28]=2)=[CH:22][CH:21]=1 |f:0.1,^1:9|. Run at temperature -5 celsius, time 5 minute. Reported procedure: Under an atmosphere of argon, a 1M solution of lithium hexamethyldisilazane in THF (0.52 ml) was added dropwise to a stirred solution of N-(4-methylthiazol-2-yl)-2-[4-(6,7-dimethoxyquinolin-4-yloxy)phenyl]acetamide (0.205 g) in DMF (4 ml) that had been cooled to −5° C. After 5 minutes, a solution of dimethyl sulphate (0.049 ml) in DMF (1 ml) was added dropwise and the resultant mixture was stirred at 0° C. for 30 minutes. The mixture was evaporated and the residue was purified by preparative HPL... The reactants are S(=O)(=O)(OC)OC (dimethyl sulphate), solution, C[Si](N[Si](C)(C)C)(C)C.[Li] (lithium hexamethyldisilazane), CC=1N=C(SC1)NC(CC1=CC=C(C=C1)OC1=CC=NC2=CC(=C(C=C12)OC)OC)=O (N-(4-methylthiazol-2-yl)-2-[4-(6,7-dimethoxyquinolin-4-yloxy)phenyl]acetamide), resultant mixture.